This data is from the Open Reaction Database (ORD), a public repository of structured organic reaction records. The task is: describe an organic reaction: reactants, conditions, products, and yield The reactants are NC[C@@H]1CN(CCO[C@H]1C1=CC(=C(C=C1)Cl)F)C(=O)OC(C)(C)C (tert-butyl (6R,7R)-6-(aminomethyl)-7-(4-chloro-3-fluorophenyl)-1,4-oxazepane-4-carboxylate), N1=C(C=CC=C1)C(=O)NCC(=O)O (N-(pyridin-2-ylcarbonyl)glycine). Product: Cl.ClC1=C(C=C(C=C1)[C@H]1[C@@H](CNCCO1)CNC(CNC(=O)C1=NC=CC=C1)=O)F (N-[2-({[(6S,7R)-7-(4-chloro-3-fluorophenyl)-1,4-oxazepan-6-yl]methyl}amino)-2-oxoethyl]pyridine-2-carboxamide monohydrochloride). RXN SMILES: [NH2:1][CH2:2][C@H:3]1[C@H:9]([C:10]2[CH:15]=[CH:14][C:13]([Cl:16])=[C:12]([F:17])[CH:11]=2)[O:8][CH2:7][CH2:6][N:5](C(OC(C)(C)C)=O)[CH2:4]1.[N:25]1[CH:30]=[CH:29][CH:28]=[CH:27][C:26]=1[C:31]([NH:33][CH2:34][C:35](O)=[O:36])=[O:32]>>[ClH:16].[Cl:16][C:13]1[CH:14]=[CH:15][C:10]([C@@H:9]2[O:8][CH2:7][CH2:6][NH:5][CH2:4][C@H:3]2[CH2:2][NH:1][C:35](=[O:36])[CH2:34][NH:33][C:31]([C:26]2[CH:27]=[CH:28][CH:29]=[CH:30][N:25]=2)=[O:32])=[CH:11][C:12]=1[F:17] |f:2.3|. Procedure details: Using tert-butyl (6R,7R)-6-(aminomethyl)-7-(4-chloro-3-fluorophenyl)-1,4-oxazepane-4-carboxylate and N-(pyridin-2-ylcarbonyl)glycine, and by a method similar to that of Example 39, the title compound was obtained. Starting materials: C(C)(=O)O[C@H]1[C@H](SC2=CC=C(C=C2)[N+](=O)[O-])O[C@@H]([C@H]([C@@H]1OC(C)=O)O[C@@H]1[C@H](OC(C)=O)[C@@H](OC(C)=O)[C@H](OC(C)=O)[C@H](O1)COC(C)=O)COC(C)=O (4-nitrophenyl 2,3,6-tri-O-acetyl-4-O-(2,3,4,6-tetra-O-acetyl-α-D-glucopyranosyl)-1-thio-β-D-glucopyranoside). The reagents and catalysts are [Pd] (palladium-on-charcoal). Run in C(C)(=O)O (acetic acid). Run at time 12 hour. Product: C(C)(=O)O[C@H]1[C@H](SC2=CC=C(C=C2)N)O[C@@H]([C@H]([C@@H]1OC(C)=O)O[C@@H]1[C@H](OC(C)=O)[C@@H](OC(C)=O)[C@H](OC(C)=O)[C@H](O1)COC(C)=O)COC(C)=O (4-Aminophenyl 2,3,6-tri-O-acetyl-4-O-(2,3,4,6-tetra-O-acetyl-α-D-glucopyranosyl)-1-thio-β-D-glucopyranoside). The yield is 79.3%. As a reaction SMILES: [C:1]([O:4][C@@H:5]1[C@@H:20]([O:21][C:22](=[O:24])[CH3:23])[C@H:19]([O:25][C@H:26]2[O:43][C@H:42]([CH2:44][O:45][C:46](=[O:48])[CH3:47])[C@@H:37]([O:38][C:39](=[O:41])[CH3:40])[C@H:32]([O:33][C:34](=[O:36])[CH3:35])[C@H:27]2[O:28][C:29](=[O:31])[CH3:30])[C@@H:18]([CH2:49][O:50][C:51](=[O:53])[CH3:52])[O:17][C@H:6]1[S:7][C:8]1[CH:13]=[CH:12][C:11]([N+:14]([O-])=O)=[CH:10][CH:9]=1)(=[O:3])[CH3:2]>C(O)(=O)C.[Pd]>[C:1]([O:4][C@@H:5]1[C@@H:20]([O:21][C:22](=[O:24])[CH3:23])[C@H:19]([O:25][C@H:26]2[O:43][C@H:42]([CH2:44][O:45][C:46](=[O:48])[CH3:47])[C@@H:37]([O:38][C:39](=[O:41])[CH3:40])[C@H:32]([O:33][C:34](=[O:36])[CH3:35])[C@H:27]2[O:28][C:29](=[O:31])[CH3:30])[C@@H:18]([CH2:49][O:50][C:51](=[O:53])[CH3:52])[O:17][C@H:6]1[S:7][C:8]1[CH:13]=[CH:12][C:11]([NH2:14])=[CH:10][CH:9]=1)(=[O:3])[CH3:2]. Reported procedure: To 91.3 g of 4-nitrophenyl 2,3,6-tri-O-acetyl-4-O-(2,3,4,6-tetra-O-acetyl-α-D-glucopyranosyl)-1-thio-β-D-glucopyranoside suspended in 100 ml of acetic acid was added 10 g of 10% palladium-on-charcoal catalyst in a Parr hydrogenation bottle, and this was hydrogenated on a Parr hydrogenator for 12 hours. The catalyst was filtered from the solution through diatomaceous earth and washed thoroughly with methanol. The solvents were evaporated in vacuo. The residue was dissolved into one liter of tolue... Reactants: CCOCC (Et2O), BrC1=C(C=C(C=C1)OC)[N+](=O)[O-] (4-bromo-3-nitroanisole), C1(=CC=CC=C1)B(O)O (phenylboronic acid), C([O-])([O-])=O.[Na+].[Na+] (sodium carbonate). The reagents and catalysts are C=1C=CC(=CC1)/C=C/C(=O)/C=C/C2=CC=CC=C2.C=1C=CC(=CC1)/C=C/C(=O)/C=C/C2=CC=CC=C2.C=1C=CC(=CC1)/C=C/C(=O)/C=C/C2=CC=CC=C2.[Pd].[Pd] (tris(dibenzylideneacetone)-dipalladium(0)), C=1C=CC(=CC1)/C=C/C(=O)/C=C/C2=CC=CC=C2.C=1C=CC(=CC1)/C=C/C(=O)/C=C/C2=CC=CC=C2.C=1C=CC(=CC1)/C=C/C(=O)/C=C/C2=CC=CC=C2.[Pd].[Pd] (tris(dibenzylideneacetone)dipalladium(0)). Solvent: [Cl-].[Na+].O (brine), C(OC)COC (dimethoxyethane). Reaction conditions: time 3 day. Yields the product COC1=CC(=C(C=C1)C1=CC=CC=C1)[N+](=O)[O-] (4-Methoxy-2-nitro-1,1'-biphenyl). Isolated yield 43.8%. Reaction SMILES: Br[C:2]1[CH:7]=[CH:6][C:5]([O:8][CH3:9])=[CH:4][C:3]=1[N+:10]([O-:12])=[O:11].[C:13]1(B(O)O)[CH:18]=[CH:17][CH:16]=[CH:15][CH:14]=1.C(=O)([O-])[O-].[Na+].[Na+].CCOCC>C(COC)OC.[Cl-].[Na+].O.C1C=CC(/C=C/C(/C=C/C2C=CC=CC=2)=O)=CC=1.C1C=CC(/C=C/C(/C=C/C2C=CC=CC=2)=O)=CC=1.C1C=CC(/C=C/C(/C=C/C2C=CC=CC=2)=O)=CC=1.[Pd].[Pd]>[CH3:9][O:8][C:5]1[CH:6]=[CH:7][C:2]([C:13]2[CH:18]=[CH:17][CH:16]=[CH:15][CH:14]=2)=[C:3]([N+:10]([O-:12])=[O:11])[CH:4]=1 |f:2.3.4,7.8.9,10.11.12.13.14|. Reported procedure: A magnetically stirred suspension of 4-bromo-3-nitroanisole (64.41 g, 278 mmol), phenylboronic acid (36.15 g, 296 mmol), and tris(dibenzylideneacetone)dipalladium(0) in dimethoxyethane (375 mL)/2 N sodium carbonate solution (517 mL) was stirred for 3 d under nitrogen. Additional tris(dibenzylideneacetone)-dipalladium(0) (0.5 g) was added and the suspension was stirred for 12 h, treated with Et2O (200 mL) and brine (200 mL), and the layers were separated. The aqueous layer was further extracted w... Reactants: C(C)OC(CC1C2=C(B(O1)O)C=C(C=C2C)O)=O ((1,6-dihydroxy-4-methyl-1,3-dihydro-benzo[c][1,2]oxaborol-3-yl)-acetic acid ethyl ester), C([O-])([O-])=O.[Cs+].[Cs+] (cesium carbonate), ClC1=CN=CC(=N1)C#N (6-chloro-pyrazine-2-carbonitrile). The solvent is CN(C)C=O (DMF). Conditions: time 8 hour. Yields the product C(C)OC(CC1C2=C(B(O1)O)C=C(C=C2C)OC2=NC(=CN=C2)C#N)=O ([6-(6-Cyano-pyrazin-2-yloxy)-1-hydroxy-4-methyl-1,3-dihydro-benzo[c][1,2]oxaborol-3-yl)-acetic acid ethyl ester). As a reaction SMILES: [CH2:1]([O:3][C:4](=[O:18])[CH2:5][CH:6]1[O:10][B:9]([OH:11])[C:8]2[CH:12]=[C:13]([OH:17])[CH:14]=[C:15]([CH3:16])[C:7]1=2)[CH3:2].C(=O)([O-])[O-].[Cs+].[Cs+].Cl[C:26]1[N:31]=[C:30]([C:32]#[N:33])[CH:29]=[N:28][CH:27]=1>CN(C=O)C>[CH2:1]([O:3][C:4](=[O:18])[CH2:5][CH:6]1[O:10][B:9]([OH:11])[C:8]2[CH:12]=[C:13]([O:17][C:26]3[CH:27]=[N:28][CH:29]=[C:30]([C:32]#[N:33])[N:31]=3)[CH:14]=[C:15]([CH3:16])[C:7]1=2)[CH3:2] |f:1.2.3|. Procedure details: To a solution of (1,6-dihydroxy-4-methyl-1,3-dihydro-benzo[c][1,2]oxaborol-3-yl)-acetic acid ethyl ester (1.6 g, 6.4 mmol) in anhydrous DMF (15 mL) was added cesium carbonate (5.2 g, 16.0 mmol) and 6-chloro-pyrazine-2-carbonitrile (0.89 g, 6.4 mmol). The resulting mixture was stirred at room temperature overnight then quenched with crushed ice. The pH was adjusted to 2 with 6M HCl and the mixture extracted with EtOAc (2×200 mL). The organic extracts were washed with water, brine, dried over Na2S...